The task is: describe an organic reaction: reactants, conditions, products, and yield. This data is from the Open Reaction Database (ORD), a public repository of structured organic reaction records. The reactants are CO, CCOC(=O)C(CC1CC1)c1ccc([N+](=O)[O-])c(OCC(F)(F)F)c1. The product is CCOC(=O)C(CC1CC1)c1ccc(N)c(OCC(F)(F)F)c1. As a reaction SMILES: [CH3:26][OH:27].[CH:1]1([CH2:4][CH:5]([C:6](=[O:7])[O:8][CH2:9][CH3:10])[c:11]2[cH:12][c:13]([O:20][CH2:21][C:22]([F:23])([F:24])[F:25])[c:14]([N+:17]([O-:18])=[O:19])[cH:15][cH:16]2)[CH2:2][CH2:3]1>>[CH:1]1([CH2:4][CH:5]([C:6](=[O:7])[O:8][CH2:9][CH3:10])[c:11]2[cH:12][c:13]([O:20][CH2:21][C:22]([F:23])([F:24])[F:25])[c:14]([NH2:17])[cH:15][cH:16]2)[CH2:2][CH2:3]1. The reactants are NC1=NC=C(C=C1)B1OC(C(O1)(C)C)(C)C (2-amino-5-(4,4,5,5-tetramethyl-1,3,2-dioxaborolan-2-yl)pyridine), BrCC(C(=O)OCC)=O (ethyl 3-bromo-2-oxopropionate). Run in C(C)OCC (ethyl ether), COCCOC (1,2-dimethoxyethane). Conditions: temperature 20 celsius, time 40 hour. Yields the product Br.CC1(OB(OC1(C)C)C=1C=CC=2N(C1)C=C(N2)C(=O)OCC)C (ethyl 6-(4,4,5,5-tetramethyl-1,3,2-dioxaborolan-2-yl)imidazo[1,2-a]pyridine-2-carboxylate hydrobromide). Isolated yield 52.4%. As a reaction SMILES: [NH2:1][C:2]1[CH:7]=[CH:6][C:5]([B:8]2[O:12][C:11]([CH3:14])([CH3:13])[C:10]([CH3:16])([CH3:15])[O:9]2)=[CH:4][N:3]=1.[Br:17][CH2:18][C:19](=O)[C:20]([O:22][CH2:23][CH3:24])=[O:21]>COCCOC.C(OCC)C>[BrH:17].[CH3:15][C:10]1([CH3:16])[C:11]([CH3:14])([CH3:13])[O:12][B:8]([C:5]2[CH:6]=[CH:7][C:2]3[N:3]([CH:18]=[C:19]([C:20]([O:22][CH2:23][CH3:24])=[O:21])[N:1]=3)[CH:4]=2)[O:9]1 |f:4.5|. Procedure details: To a solution of 4 g of 2-amino-5-(4,4,5,5-tetramethyl-1,3,2-dioxaborolan-2-yl)pyridine in 40 mL of 1,2-dimethoxyethane are added 4.26 g of ethyl 3-bromo-2-oxopropionate. The reaction mixture is stirred for 40 hours at 20° C. The precipitate is filtered off by suction, washed with a small amount of 1,2-dimethoxyethane and pentane and then taken up in 50 mL of ethanol and refluxed for 1 hour. The reaction mixture is concentrated to dryness under reduced pressure. The oil obtained is redissolved i... The reactants are COC(C1=CC=C(C=C1)C1=NC=C(C=C1)C(C)=O)=O (4-(5-acetyl-pyridin-2-yl)-benzoic acid methyl ester), [OH-].[Na+] (sodium hydroxide). Solvent: O1CCCC1.C(C)O (tetrahydrofuran ethanol). Product: [Na+].C(C)(=O)C=1C=CC(=NC1)C1=CC=C(C(=O)[O-])C=C1 (4-(5-Acetyl-pyridin-2-yl)-benzoic acid sodium salt). As a reaction SMILES: C[O:2][C:3](=[O:19])[C:4]1[CH:9]=[CH:8][C:7]([C:10]2[CH:15]=[CH:14][C:13]([C:16](=[O:18])[CH3:17])=[CH:12][N:11]=2)=[CH:6][CH:5]=1.[OH-].[Na+:21]>O1CCCC1.C(O)C>[Na+:21].[C:16]([C:13]1[CH:14]=[CH:15][C:10]([C:7]2[CH:8]=[CH:9][C:4]([C:3]([O-:19])=[O:2])=[CH:5][CH:6]=2)=[N:11][CH:12]=1)(=[O:18])[CH3:17] |f:1.2,3.4,5.6|. Procedure: Procedure V′: To a stirring solution of 4-(5-acetyl-pyridin-2-yl)-benzoic acid methyl ester (1.0 mmol) in 1:1 tetrahydrofuran/ethanol (0.20M), add 2N sodium hydroxide and heat to reflux for three hours. After this time, concentrate the reaction in vacuo. Rinse the solid with dichloromethane and decant. The title compound, remaining as a solid, requires no further purification. MS (m/e): 242.1 (M+1) Reactants: CC(C)=O, c1cnc2c(c1)OCCN2CC1OCCO1, O, Cc1ccc(S(=O)(=O)O)cc1. The product is O=CCN1CCOc2cccnc21. RXN SMILES: [CH3:28][C:29](=[O:30])[CH3:31].[O:1]1[CH:2]([CH2:6][N:7]2[c:8]3[c:9]([cH:13][cH:14][cH:15][n:16]3)[O:10][CH2:11][CH2:12]2)[O:5][CH2:4][CH2:3]1.[OH2:32].[c:17]1([CH3:18])[cH:19][cH:20][c:21]([S:22]([OH:23])(=[O:24])=[O:25])[cH:26][cH:27]1>>[O:1]=[CH:2][CH2:6][N:7]1[c:8]2[c:9]([cH:13][cH:14][cH:15][n:16]2)[O:10][CH2:11][CH2:12]1. The reactants are ClC1=CC=C(C=C1)C1=C(N(C2=CC=C(C=C12)O)C)C (3-(4-chlorophenyl)-1,2-dimethyl-1H-indole-5-ol), BrC(C(=O)O)(C)C (2-bromo-2-methyl-propanoic acid). Solvent: C(Cl)(Cl)Cl.CO (chloroform methanol). The product is ClC1=CC=C(C=C1)C1=C(N(C2=CC=C(C=C12)OC(C(=O)O)(C)C)C)C (2-[3-(4-Chlorophenyl)-1,2-dimethyl-1H-indole-5-yloxy]-2-methyl-propanoic acid). RXN SMILES: [Cl:1][C:2]1[CH:7]=[CH:6][C:5]([C:8]2[C:16]3[C:11](=[CH:12][CH:13]=[C:14]([OH:17])[CH:15]=3)[N:10]([CH3:18])[C:9]=2[CH3:19])=[CH:4][CH:3]=1.Br[C:21]([CH3:26])([CH3:25])[C:22]([OH:24])=[O:23]>C(Cl)(Cl)Cl.CO>[Cl:1][C:2]1[CH:7]=[CH:6][C:5]([C:8]2[C:16]3[C:11](=[CH:12][CH:13]=[C:14]([O:17][C:21]([CH3:26])([CH3:25])[C:22]([OH:24])=[O:23])[CH:15]=3)[N:10]([CH3:18])[C:9]=2[CH3:19])=[CH:4][CH:3]=1 |f:2.3|. Procedure details: A mixture of 5.4 g (0.02 mole) of 3-(4-chlorophenyl)-1,2-dimethyl-1H-indole-5-ol, and 5.1 g (0.03 mole) of 2-bromo-2-methyl-propanoic acid was heated for two hours to 90°-130° C. Subsequently the mixture was taken up in chloroform/methanol (8:2) and chromatographed on silicagel. The evaporation residue of the eluate was stirred with cyclohexane and suction filtered. Reactants: N=1NC(C=CC1)=O (3(2H)-pyridazinone), C(C=C)#N (acrylonitrile), [OH-].C[N+](CC1=CC=CC=C1)(C)C (trimethyl benzylammonium hydroxide), C (Norit). Solvent: C(C)O (ethanol), CO (methanol), C(C)O (ethanol). The product is O=C1N(N=CC=C1)CCC#N (3-(3-oxo-2-pyridazinyl)-propionitrile). Reaction conditions: temperature 60 celsius, time 2 hour. Yield: 78.8%. As a reaction SMILES: [N:1]1[NH:2][C:3](=[O:7])[CH:4]=[CH:5][CH:6]=1.[C:8](#[N:11])[CH:9]=[CH2:10].[OH-].C[N+](C)(C)CC1C=CC=CC=1.C>C(O)C.CO>[O:7]=[C:3]1[CH:4]=[CH:5][CH:6]=[N:1][N:2]1[CH2:10][CH2:9][C:8]#[N:11] |f:2.3|. Procedure details: To a stirred solution of 3.84 g (0.04 mole) of 3(2H)-pyridazinone, 2.33 g (0.044 mole) of acrylonitrile in 50 ml of ethanol, 1 ml of Triton-B (trimethyl benzylammonium hydroxide, 40% methanol solution) was added dropwise. The mixture was stirred for 2 hours at 60° C. and then evaporated to dryness in a vacuum on a steam bath, giving a dark orange oil. The oil was dissolved in ethanol, shaken with Norit and filtered. The filtrate was distilled. Recrystallization of the residue from ethanol and is...